From a dataset of the Open Reaction Database (ORD), a public repository of structured organic reaction records. describe an organic reaction: reactants, conditions, products, and yield The reactants are FC1(CNC1)F (3,3-difluoroazetidine), C1(CC1)C1=CC=C(C(=N1)C(=O)NC1=C(C(=O)O)C=CN=C1)NC=1C=NC=NC1 (3-{[6-cyclopropyl-3-(pyrimidin-5-ylamino)-pyridine-2-carbonyl]-amino}-isonicotinic acid). Yields the product FC1(CN(C1)C(=O)C1=C(C=NC=C1)NC(=O)C1=NC(=CC=C1NC=1C=NC=NC1)C1CC1)F (6-Cyclopropyl-3-(pyrimidin-5-ylamino)-pyridine-2-carboxylic acid [4-(3,3-difluoro-azetidine-1-carbonyl)-pyridin-3-yl]-amide). The yield is 26.0%. As a reaction SMILES: [F:1][C:2]1([F:6])[CH2:5][NH:4][CH2:3]1.[CH:7]1([C:10]2[N:15]=[C:14]([C:16]([NH:18][C:19]3[CH:27]=[N:26][CH:25]=[CH:24][C:20]=3[C:21](O)=[O:22])=[O:17])[C:13]([NH:28][C:29]3[CH:30]=[N:31][CH:32]=[N:33][CH:34]=3)=[CH:12][CH:11]=2)[CH2:9][CH2:8]1>>[F:1][C:2]1([F:6])[CH2:5][N:4]([C:21]([C:20]2[CH:24]=[CH:25][N:26]=[CH:27][C:19]=2[NH:18][C:16]([C:14]2[C:13]([NH:28][C:29]3[CH:30]=[N:31][CH:32]=[N:33][CH:34]=3)=[CH:12][CH:11]=[C:10]([CH:7]3[CH2:9][CH2:8]3)[N:15]=2)=[O:17])=[O:22])[CH2:3]1. Reported procedure: According to the general method described in step 3 of example 53, reaction of 3,3-difluoroazetidine with 3-{[6-cyclopropyl-3-(pyrimidin-5-ylamino)-pyridine-2-carbonyl]-amino}-isonicotinic acid provided the title compound as yellow powder (26%). Reactants: COc1ccc(Br)c(F)c1, Cc1ccc(Oc2nc3cc(B4OC(C)(C)C(C)(C)O4)c(Cl)cc3n2COCC[Si](C)(C)C)cc1C(=O)O, [K+], [K+], O=C([O-])[O-], CN(C)C=O, c1ccc(P(c2ccccc2)(c2ccccc2)[Pd](P(c2ccccc2)(c2ccccc2)c2ccccc2)(P(c2ccccc2)(c2ccccc2)c2ccccc2)P(c2ccccc2)(c2ccccc2)c2ccccc2)cc1. The product is COc1ccc(-c2cc3nc(Oc4ccc(C)c(C(=O)O)c4)n(COCC[Si](C)(C)C)c3cc2Cl)c(F)c1. As a reaction SMILES: [Br:7][c:8]1[c:9]([F:16])[cH:10][c:11]([O:14][CH3:15])[cH:12][cH:13]1.[Cl:17][c:18]1[c:19]([B:46]2[O:47][C:48]([CH3:49])([CH3:50])[C:51]([CH3:52])([CH3:53])[O:54]2)[cH:20][c:21]2[c:22]([n:23]([CH2:37][O:38][CH2:39][CH2:40][Si:41]([CH3:42])([CH3:43])[CH3:44])[c:24]([O:26][c:27]3[cH:28][cH:29][c:30]([CH3:36])[c:31]([C:32](=[O:33])[OH:34])[cH:35]3)[n:25]2)[cH:45]1.[K+:1].[K+:2].[O-:3][C:4]([O-:5])=[O:6].[O:55]=[CH:56][N:57]([CH3:58])[CH3:59].[cH:60]1[cH:61][cH:62][c:63]([P:64]([Pd:65]([P:66]([c:67]2[cH:68][cH:69][cH:70][cH:71][cH:72]2)([c:73]2[cH:74][cH:75][cH:76][cH:77][cH:78]2)[c:79]2[cH:80][cH:81][cH:82][cH:83][cH:84]2)([P:85]([c:86]2[cH:87][cH:88][cH:89][cH:90][cH:91]2)([c:92]2[cH:93][cH:94][cH:95][cH:96][cH:97]2)[c:98]2[cH:99][cH:100][cH:101][cH:102][cH:103]2)[P:104]([c:105]2[cH:106][cH:107][cH:108][cH:109][cH:110]2)([c:111]2[cH:112][cH:113][cH:114][cH:115][cH:116]2)[c:117]2[cH:118][cH:119][cH:120][cH:121][cH:122]2)([c:123]2[cH:124][cH:125][cH:126][cH:127][cH:128]2)[c:129]2[cH:130][cH:131][cH:132][cH:133][cH:134]2)[cH:135][cH:136]1>>[c:8]1(-[c:19]2[c:18]([Cl:17])[cH:45][c:22]3[c:21]([cH:20]2)[n:25][c:24]([O:26][c:27]2[cH:28][cH:29][c:30]([CH3:36])[c:31]([C:32](=[O:33])[OH:34])[cH:35]2)[n:23]3[CH2:37][O:38][CH2:39][CH2:40][Si:41]([CH3:42])([CH3:43])[CH3:44])[c:9]([F:16])[cH:10][c:11]([O:14][CH3:15])[cH:12][cH:13]1. Reactants: C(=O)(OC)CCCC\C=C/C=1C(CC(C1)OC)=O (2-(6-carbomethoxy-2-cis-hexenyl)-4-methoxycyclopent-2-en-1-one), SCCO (β-mercaptoethanol), C[O-].[Na+] (sodium methoxide). The solvent is CO (methanol), CO (methanol). Run at time 50 minute. Yields the product C(=O)(OC)CCCC\C=C/C=1C(CC(C1)SCCO)=O (2-(6-carbomethoxy-2-cis-hexenyl)-4-(2-hydroxyethylthio)cyclopent-2-en-1-on). RXN SMILES: [C:1]([CH2:5][CH2:6][CH2:7][CH2:8]/[CH:9]=[CH:10]\[C:11]1[C:12](=[O:18])[CH2:13][CH:14](OC)[CH:15]=1)([O:3][CH3:4])=[O:2].[SH:19][CH2:20][CH2:21][OH:22].C[O-].[Na+]>CO>[C:1]([CH2:5][CH2:6][CH2:7][CH2:8]/[CH:9]=[CH:10]\[C:11]1[C:12](=[O:18])[CH2:13][CH:14]([S:19][CH2:20][CH2:21][OH:22])[CH:15]=1)([O:3][CH3:4])=[O:2] |f:2.3|. Procedure details: To a stirred solution of 7.57 g (30 mmols) of 2-(6-carbomethoxy-2-cis-hexenyl)-4-methoxycyclopent-2-en-1-one (Example 283) and 2.46 g (31.5 mmols) of β-mercaptoethanol in 150 ml of methanol is added 15 ml of N/10 sodium methoxide in methanol solution. After 50 minutes at room temperature the solution is acidified with 0.27 ml of gl. acetic acid and partitioned with ether-brine. The ether extract is washed with brine, dried over magnesium sulfate, and concentrated. The residue is subjected to col... Starting materials: CC=1C=C2C(O\C(\C2=CC1C)=C\C(=O)OCC)=O (Ethyl (E)-5,6-dimethyl-3-oxo-1,3-dihydroisobenzofuran-1-ylideneacetate), FC1=CC=C(N)C=C1 (4-fluoroaniline). Run in C(C)(=O)O (acetic acid). Product: CC=1C=C2\C(\N(C(C2=CC1C)=O)C1=CC=C(C=C1)F)=C/C(=O)OCC (5,6-dimethyl-3-[(E)-2-ethoxy-2-oxoethylidene]-2-(4-fluoro-phenyl)isoindolin-1-one). The yield is 87.3%. RXN SMILES: [CH3:1][C:2]1[CH:3]=[C:4]2[C:8](=[CH:9][C:10]=1[CH3:11])/[C:7](=[CH:12]\[C:13]([O:15][CH2:16][CH3:17])=[O:14])/O[C:5]2=[O:18].[F:19][C:20]1[CH:26]=[CH:25][C:23]([NH2:24])=[CH:22][CH:21]=1>C(O)(=O)C>[CH3:11][C:10]1[CH:9]=[C:8]2[C:4](=[CH:3][C:2]=1[CH3:1])[C:5](=[O:18])[N:24]([C:23]1[CH:25]=[CH:26][C:20]([F:19])=[CH:21][CH:22]=1)/[C:7]/2=[CH:12]/[C:13]([O:15][CH2:16][CH3:17])=[O:14]. Procedure: Ethyl (E)-5,6-dimethyl-3-oxo-1,3-dihydroisobenzofuran-1-ylideneacetate (0.20 g, 0.81 mmol) and 4-fluoroaniline (0.10 g, 0.89 mmol) were stirred with heating in acetic acid at 110° C. for 7 hrs. The reaction solution was concentrated under reduced pressure, and methanol was added to the residue. The resulting crystals were collected by filtration, and dried to give 0.24 g of 5,6-dimethyl-3-[(E)-2-ethoxy-2-oxoethylidene]-2-(4-fluoro-phenyl)isoindolin-1-one [IUPAC name: ethyl 2-[2-(4-fluorophenyl)-... Starting materials: FC1=CC=C(C(NCC(=O)O)=O)C=C1 (4-fluoro-hippuric acid), C1(=CC=CC=C1)C(C1=CC=NC=C1)N (rac-C-phenyl-C-pyridin-4-yl-methylamine). The product is FC1=CC=C(C(=O)NCC(NC(C2=CC=NC=C2)C2=CC=CC=C2)=O)C=C1 (rac-4-Fluoro-N-{[(phenyl-pyridin-4-yl-methyl)-carbamoyl]-methyl}-benzamide). Reaction SMILES: [F:1][C:2]1[CH:14]=[CH:13][C:5]([C:6](=[O:12])[NH:7][CH2:8][C:9]([OH:11])=O)=[CH:4][CH:3]=1.[C:15]1([CH:21]([NH2:28])[C:22]2[CH:27]=[CH:26][N:25]=[CH:24][CH:23]=2)[CH:20]=[CH:19][CH:18]=[CH:17][CH:16]=1>>[F:1][C:2]1[CH:3]=[CH:4][C:5]([C:6]([NH:7][CH2:8][C:9](=[O:11])[NH:28][CH:21]([C:15]2[CH:16]=[CH:17][CH:18]=[CH:19][CH:20]=2)[C:22]2[CH:27]=[CH:26][N:25]=[CH:24][CH:23]=2)=[O:12])=[CH:13][CH:14]=1. Procedure details: Prepared in analogy to example 1.1 from 4-fluoro-hippuric acid (CA [366-79-0]) and rac-C-phenyl-C-pyridin-4-yl-methylamine (CA [58088-57-6]). Reactants: C(C)OP(OCC)(=O)C=1SC(=CC1)C(C)=O ((5-acetyl-thiophen-2-yl)-phosphonic acid diethyl ester), CuBr2, NC(=S)N (thiourea). Solvent: CCOC(=O)C (EtOAc), CCO (EtOH). Product: C(C)OP(OCC)(=O)C=1SC(=CC1)C1=CN=C(S1)N ([5-(2-Amino-thiazol-5-yl)-thiophen-2-yl]-phosphonic acid diethyl ester). Yield: 15.9%. Reaction SMILES: [CH2:1]([O:3][P:4]([C:9]1[S:10][C:11]([C:14](=O)[CH3:15])=[CH:12][CH:13]=1)(=[O:8])[O:5][CH2:6][CH3:7])[CH3:2].[NH2:17][C:18]([NH2:20])=[S:19]>CCO.CCOC(C)=O>[CH2:1]([O:3][P:4]([C:9]1[S:10][C:11]([C:14]2[S:19][C:18]([NH2:20])=[N:17][CH:15]=2)=[CH:12][CH:13]=1)(=[O:8])[O:5][CH2:6][CH3:7])[CH3:2]. Reported procedure: To a solution of (5-acetyl-thiophen-2-yl)-phosphonic acid diethyl ester (1.13 g, 4.31 mmol) in EtOH (80 ml) was added CuBr2 (959 mg, 8.62 mmol). The reaction mixture was then refluxed for 3 hr, diluted with EtOAc, quenched by adding sat. NaHCO3. After layers were separated, the org. layer was collected and the aqueous layer was further extracted with EtOAc once. Combined organic layers were dried over MgSO4, filtrated, and concentrated. The residue was then dissolved in EtOH/EtOAc (4 ml/16 ml) a... Reactants: BrC1=CC=C2C(=CN(C2=C1)C)C(C(=O)OC)=O (methyl (6-bromo-1-methyl-1H-indol-3-yl)glyoxylate), CN1C=C(C2=CC=C(C=C12)N1CCOCC1)CC(=O)N ((1-methyl-6-morpholin-4-yl-1H-indol-3-yl)acetamide). Yields the product BrC1=CC=C2C(=CN(C2=C1)C)C=1C(NC(C1C1=CN(C2=CC(=CC=C12)N1CCOCC1)C)=O)=O (3-(6-Bromo-1-methyl-1H-indol-3-yl)-4-(1-methyl-6-morpholin-4-yl-1H-indol-3-yl)pyrrole-2,5-dione). Isolated yield 48.7%. RXN SMILES: [Br:1][C:2]1[CH:10]=[C:9]2[C:5]([C:6]([C:12](=O)[C:13]([O:15]C)=O)=[CH:7][N:8]2[CH3:11])=[CH:4][CH:3]=1.[CH3:18][N:19]1[C:27]2[C:22](=[CH:23][CH:24]=[C:25]([N:28]3[CH2:33][CH2:32][O:31][CH2:30][CH2:29]3)[CH:26]=2)[C:21]([CH2:34][C:35]([NH2:37])=[O:36])=[CH:20]1>>[Br:1][C:2]1[CH:10]=[C:9]2[C:5]([C:6]([C:12]3[C:13](=[O:15])[NH:37][C:35](=[O:36])[C:34]=3[C:21]3[C:22]4[C:27](=[CH:26][C:25]([N:28]5[CH2:29][CH2:30][O:31][CH2:32][CH2:33]5)=[CH:24][CH:23]=4)[N:19]([CH3:18])[CH:20]=3)=[CH:7][N:8]2[CH3:11])=[CH:4][CH:3]=1. Procedure details: 3-(6-Bromo-1-methyl-1H-indol-3-yl)-4-(1-methyl-6-morpholin-4-yl-1H-indol-3-yl)pyrrole-2,5-dione (139 mg, 49%) was prepared from methyl (6-bromo-1-methyl-1H-indol-3-yl)glyoxylate (190 mg, 0.64 mmol) and (1-methyl-6-morpholin-4-yl-1H-indol-3-yl)acetamide (150 mg, 0.55 mmol). Starting materials: C(CCC)N(C)CC1=CC=C(S1)C(=O)OC (methyl 5-{[butyl(methyl)amino]methyl}thiophene-2-carboxylate), O.[OH-].[Li+] (lithium hydroxide monohydrate). The solvent is O1CCOCC1.CO.O (dioxane methanol water). Conditions: time 8 hour. Product: C(CCC)N(C)CC1=CC=C(S1)C(=O)O (5-{[Butyl(methyl)amino]methyl}thiophene-2-carboxylic acid). RXN SMILES: [CH2:1]([N:5]([CH2:7][C:8]1[S:12][C:11]([C:13]([O:15]C)=[O:14])=[CH:10][CH:9]=1)[CH3:6])[CH2:2][CH2:3][CH3:4].O.[OH-].[Li+]>O1CCOCC1.CO.O>[CH2:1]([N:5]([CH2:7][C:8]1[S:12][C:11]([C:13]([OH:15])=[O:14])=[CH:10][CH:9]=1)[CH3:6])[CH2:2][CH2:3][CH3:4] |f:1.2.3,4.5.6|. Procedure: To a solution of methyl 5-{[butyl(methyl)amino]methyl}thiophene-2-carboxylate (280 mg, 1.16 mmol) in 2:1:1 dioxane/methanol/water (8.0 mL) is added lithium hydroxide monohydrate (146 mg, 3.38 mmol) and the reaction mixture stirred at room temperature overnight. The reaction mixture is concentrated under reduced pressure and the solid residue partitioned between ethyl acetate and water The aqueous phase is acidified to pH 1 with 1 N hydrochloric acid and extracted several times with 3:1 chlorofor... The reactants are CC(C)(O)c1ccc2c(c1)C(=CCCBr)c1cccnc1CO2, O=C([O-])[O-], CC#N, COC1(c2ccc(Cl)cc2)CCNCC1(C)O, [K+], [K+], O. Product: COC1(c2ccc(Cl)cc2)CCN(CCC=C2c3cc(C(C)(C)O)ccc3OCc3ncccc32)CC1(C)O. As a reaction SMILES: [Br:24][CH2:25][CH2:26][CH:27]=[C:28]1[c:29]2[c:30]([cH:39][cH:40][c:41]([C:43]([CH3:44])([CH3:45])[OH:46])[cH:42]2)[O:31][CH2:32][c:33]2[c:34]1[cH:35][cH:36][cH:37][n:38]2.[C:18](=[O:19])([O-:20])[O-:21].[C:48](#[N:49])[CH3:50].[Cl:1][c:2]1[cH:3][cH:4][c:5]([C:8]2([O:16][CH3:17])[C:9]([OH:14])([CH3:15])[CH2:10][NH:11][CH2:12][CH2:13]2)[cH:6][cH:7]1.[K+:22].[K+:23].[OH2:47]>>[Cl:1][c:2]1[cH:3][cH:4][c:5]([C:8]2([O:16][CH3:17])[C:9]([OH:14])([CH3:15])[CH2:10][N:11]([CH2:25][CH2:26][CH:27]=[C:28]3[c:29]4[c:30]([cH:39][cH:40][c:41]([C:43]([CH3:44])([CH3:45])[OH:46])[cH:42]4)[O:31][CH2:32][c:33]4[c:34]3[cH:35][cH:36][cH:37][n:38]4)[CH2:12][CH2:13]2)[cH:6][cH:7]1. Starting materials: C(=O)([O-])[O-].[K+].[K+] (K2CO3), Cl.N[C@@](CC)(C)C(=O)O (isovaline-HCl), ClC1=NC=CC(=N1)Cl (2,4-dichloropyrimidine), Cl (HCl). The solvent is O (water), C(C)(C)O (isopropanol). Conditions: temperature 87.5 celsius, time 10 minute. The product is ClC1=NC=CC(=N1)N[C@@](C(=O)O)(CC)C ((R)-2-(2-chloropyrimidin-4-ylamino)-2-methylbutanoic acid). Isolated yield 89.5%. As a reaction SMILES: C([O-])([O-])=O.[K+].[K+].Cl.[NH2:8][C@:9]([C:13]([OH:15])=[O:14])([CH3:12])[CH2:10][CH3:11].[Cl:16][C:17]1[N:22]=[C:21](Cl)[CH:20]=[CH:19][N:18]=1.Cl>O.C(O)(C)C>[Cl:16][C:17]1[N:22]=[C:21]([NH:8][C@:9]([CH3:12])([CH2:10][CH3:11])[C:13]([OH:15])=[O:14])[CH:20]=[CH:19][N:18]=1 |f:0.1.2,3.4|. Procedure details: To a solution of K2CO3 (526.2 mg, 3.80 mmol) in water (1.6 mL, 6 volume) was added isovaline-HCl (292.4 mg, 1.90 mmol). The resulting solution was stirred for 10 minutes. A solution of [14C] enriched 2,4-dichloropyrimidine (11a**) (0.261 g, 90 mCi) in isopropanol (5.2 mL, 20 volume) was added dropwise at room temperature, and the resulting mixture was heated at 85-90° C. for 18 hours. The mixture was then concentrated to 4 volumes, then 1N NaOH (6 mL) and isopropyl acetate (6 mL) were added. The...